The task is: describe an organic reaction: reactants, conditions, products, and yield. This data is from the Open Reaction Database (ORD), a public repository of structured organic reaction records. The reactants are ClC1=C(C=NC2=CC(=C(C=C12)OC)OCCCC1=CC=NC=C1)C#N (4-chloro-6-methoxy-7-(3-pyridin-4-yl-propoxy)-quinoline-3-carbonitrile), OC=1C=C(N)C=CC1C (3-hydroxy-4-methylaniline), Cl.N1=CC=CC=C1 (pyridine hydrochloride), C(C)OC(C)O (ethoxyethanol). Reaction SMILES: [Cl:1][C:2]1[C:11]2[C:6](=[CH:7][C:8]([O:14][CH2:15][CH2:16][CH2:17][C:18]3[CH:23]=[CH:22][N:21]=[CH:20][CH:19]=3)=[C:9]([O:12][CH3:13])[CH:10]=2)[N:5]=[CH:4][C:3]=1[C:24]#[N:25].[OH:26][C:27]1[CH:28]=[C:29]([CH:31]=[CH:32][C:33]=1[CH3:34])[NH2:30].Cl.N1C=CC=CC=1.C(OC(O)C)C>>[ClH:1].[OH:26][C:27]1[CH:28]=[C:29]([NH:30][C:2]2[C:11]3[C:6](=[CH:7][C:8]([O:14][CH2:15][CH2:16][CH2:17][C:18]4[CH:23]=[CH:22][N:21]=[CH:20][CH:19]=4)=[C:9]([O:12][CH3:13])[CH:10]=3)[N:5]=[CH:4][C:3]=2[C:24]#[N:25])[CH:31]=[CH:32][C:33]=1[CH3:34] |f:2.3,5.6|. Yield: 65.9%. Product: Cl.OC=1C=C(C=CC1C)NC1=C(C=NC2=CC(=C(C=C12)OC)OCCCC1=CC=NC=C1)C#N (4-(3-hydroxy-4-methyl-phenylamino)-6-methoxy-7-(3-pyridin-4-yl-propoxy)-quinoline-3-carbonitrile hydrochloride). Reported procedure: A mixture of 0.090 g of 4-chloro-6-methoxy-7-(3-pyridin-4-yl-propoxy)-quinoline-3-carbonitrile, 0.050 g of 3-hydroxy-4-methylaniline, 0.039 g of pyridine hydrochloride and 3 ml of ethoxyethanol was stirred under nitrogen at reflux temperature for 20 minutes. The mixture was cooled and filtered. The product was washed with saturated sodium bicarbonate, water, then dried to give 0.080 g of 4-(3-hydroxy-4-methyl-phenylamino)-6-methoxy-7-(3-pyridin-4-yl-propoxy)-quinoline-3-carbonitrile hydrochlorid... The reactants are C1CCOC1, COC(=O)CN(Cc1ccc(F)cc1[N+](=O)[O-])C(=O)OC(C)(C)C, Cl, [Li+], [OH-], O. Yields the product CC(C)(C)OC(=O)N(CC(=O)O)Cc1ccc(F)cc1[N+](=O)[O-]. RXN SMILES: [CH2:28]1[O:29][CH2:30][CH2:31][CH2:32]1.[CH3:1][O:2][C:3]([CH2:4][N:5]([CH2:6][c:7]1[c:8]([N+:14](=[O:15])[O-:16])[cH:9][c:10]([F:13])[cH:11][cH:12]1)[C:17](=[O:18])[O:19][C:20]([CH3:21])([CH3:22])[CH3:23])=[O:24].[ClH:27].[Li+:25].[OH-:26].[OH2:33]>>[O:2]=[C:3]([CH2:4][N:5]([CH2:6][c:7]1[c:8]([N+:14](=[O:15])[O-:16])[cH:9][c:10]([F:13])[cH:11][cH:12]1)[C:17](=[O:18])[O:19][C:20]([CH3:21])([CH3:22])[CH3:23])[OH:24]. Starting materials: C(C1=CC=CC=C1)C1=C(N=CO1)C(=O)O (5-Benzyl-4-oxazolecarboxylic acid), C(C1=CC=CC=C1)C1=C(N=CO1)CO (5-benzyl-4-hydroxymethyloxazole), hydroxymethyl, S(=O)(Cl)Cl (thionyl chloride). Yields the product C(C1=CC=CC=C1)C1=C(N=CO1)CCl (5-benzyl-4-chloromethyloxazole). Reaction SMILES: [CH2:1]([C:8]1[O:12][CH:11]=[N:10][C:9]=1[C:13](O)=O)[C:2]1[CH:7]=[CH:6][CH:5]=[CH:4][CH:3]=1.C(C1OC=NC=1CO)C1C=CC=CC=1.S(Cl)([Cl:32])=O>>[CH2:1]([C:8]1[O:12][CH:11]=[N:10][C:9]=1[CH2:13][Cl:32])[C:2]1[CH:7]=[CH:6][CH:5]=[CH:4][CH:3]=1. Procedure details: 5-Benzyl-4-oxazolecarboxylic acid is converted to 5-benzyl-4-hydroxymethyloxazole by the procedure of Example 135. Treating this hydroxymethyl compound with thionyl chloride gives 5-benzyl-4-chloromethyloxazole. Reactants: CCCC(=O)CC(=O)[O-], COC(=O)C(C)COS(C)(=O)=O, CN(C)C=O, [N-]=[N+]=[N-], [Na+]. Reaction SMILES: [CH2:17]([CH2:18][C:19](=[O:20])[CH2:21][C:22]([O-:23])=[O:24])[CH3:25].[CH3:1][O:2][C:3]([CH:4]([CH2:5][O:6][S:7]([CH3:8])(=[O:9])=[O:10])[CH3:11])=[O:12].[CH3:26][N:27]([CH3:28])[CH:29]=[O:30].[N-:14]=[N+:15]=[N-:16].[Na+:13]>>[CH3:1][O:2][C:3]([CH:4]([CH2:5][N:14]=[N+:15]=[N-:16])[CH3:11])=[O:12]. Yields the product COC(=O)C(C)CN=[N+]=[N-]. Starting materials: [Se]1C(=CC=C1)C(=O)C1=CC=C(C=C1)C(=O)OC (p-Methoxycarbonylphenyl 2-selenophenyl ketone), C(C1=CC=CC=C1)NN (benzylhydrazine), C(C1=CC=CC=C1)N1N=C(C2=C1C=C[Se]2)C=2OC(=CC2)C(=O)OC (1-Benzyl-3-(5-methoxycarbonyl-2-furyl)selenolo[3,2-c]-pyrazole). The solvent is C(C)(=O)O (acetic acid). Yields the product C(C1=CC=CC=C1)N1N=C(C2=C1C=C[Se]2)C2=CC=C(C=C2)C(=O)OC (1-Benzyl-3-(p-methoxycarbonylphenyl)selenolo[3,2-c]pyrazole). As a reaction SMILES: [Se:1]1[CH:5]=[CH:4][CH:3]=[C:2]1[C:6]([C:8]1[CH:13]=[CH:12][C:11]([C:14]([O:16][CH3:17])=[O:15])=[CH:10][CH:9]=1)=O.[CH2:18]([NH:25][NH2:26])[C:19]1[CH:24]=[CH:23][CH:22]=[CH:21][CH:20]=1.C(N1C2C=C[Se]C=2C(C2OC(C(OC)=O)=CC=2)=N1)C1C=CC=CC=1>C(O)(=O)C>[CH2:18]([N:25]1[C:3]2[CH:4]=[CH:5][Se:1][C:2]=2[C:6]([C:8]2[CH:13]=[CH:12][C:11]([C:14]([O:16][CH3:17])=[O:15])=[CH:10][CH:9]=2)=[N:26]1)[C:19]1[CH:24]=[CH:23][CH:22]=[CH:21][CH:20]=1. Reported procedure: Compound 63 (5.86 g, 0.02 mole), benzylhydrazine 50 (4.88 g, 0.04 mole) and glacial acetic acid (1.5 ml) were allowed to react as in the preparation of compound 55 to afford compound 67. Yield: 2.49 g (31.4%); white crystals; mp 150-153° C. As a reaction SMILES: [CH3:1][C:2]1([CH3:40])[CH2:3][CH2:4][c:5]2[c:6](-[c:19]3[n:20]([CH2:32][O:33][CH2:34][CH2:35][Si:36]([CH3:37])([CH3:38])[CH3:39])[c:21]4[cH:22][c:23]([C:28](=[O:29])[O:30][CH3:31])[cH:24][cH:25][c:26]4[cH:27]3)[n:7][n:8]([CH2:11][O:12][CH2:13][CH2:14][Si:15]([CH3:16])([CH3:17])[CH3:18])[c:9]2[CH2:10]1.[CH3:48][OH:49].[Na+:47].[O:41]1[CH2:42][CH2:43][CH2:44][CH2:45]1.[OH-:46]>>[CH3:1][C:2]1([CH3:40])[CH2:3][CH2:4][c:5]2[c:6](-[c:19]3[n:20]([CH2:32][O:33][CH2:34][CH2:35][Si:36]([CH3:37])([CH3:38])[CH3:39])[c:21]4[cH:22][c:23]([C:28](=[O:29])[OH:30])[cH:24][cH:25][c:26]4[cH:27]3)[n:7][n:8]([CH2:11][O:12][CH2:13][CH2:14][Si:15]([CH3:16])([CH3:17])[CH3:18])[c:9]2[CH2:10]1. Yields the product CC1(C)CCc2c(-c3cc4ccc(C(=O)O)cc4n3COCC[Si](C)(C)C)nn(COCC[Si](C)(C)C)c2C1. Starting materials: COC(=O)c1ccc2cc(-c3nn(COCC[Si](C)(C)C)c4c3CCC(C)(C)C4)n(COCC[Si](C)(C)C)c2c1, CO, [Na+], C1CCOC1, [OH-].